describe an organic reaction: reactants, conditions, products, and yield From a dataset of the Open Reaction Database (ORD), a public repository of structured organic reaction records. Starting materials: C(C1=CC=CC=C1)OC(=O)NC(CC(=O)N[C@@H]1CCC2=C(NC1=O)C=CC1=CC=CC=C12)(C)C (3-benzyloxycarbonylamino-3-methyl-N-[2,3,4,5-tetrahydro-4-oxo-1H-naphtho[2,1-b]azepin-3(R)-yl]butanamide), C(C)(C)(C)OC(=O)NCC1=C(C=CC=C1)C1=CC=C(C=C1)CO (2′-[(t-butoxycarbonylamino)methyl]-1,1′-biphenyl-4-methanol), methanesulfonate ester. Yields the product C(C1=CC=CC=C1)OC(=O)NC(CC(=O)N[C@@H]1CCC2=C(N(C1=O)CC1=CC=C(C=C1)C1=C(C=CC=C1)CNC(=O)OC(C)(C)C)C=CC1=CC=CC=C12)(C)C (3-Benzyloxycarbonylamino-3-methyl-N-[2,3,4,5-tetra-hydro-4-oxo-5-[[2′-[(t-butoxycarbonylamino)methyl]-[1,1′-biphenyl]-4-yl]methyl]-1H-naphtho[2,1-b]azepin-3(R)-yl]-butanamide). RXN SMILES: [CH2:1]([O:8][C:9]([NH:11][C:12]([CH3:34])([CH3:33])[CH2:13][C:14]([NH:16][C@H:17]1[C:23](=[O:24])[NH:22][C:21]2[CH:25]=[CH:26][C:27]3[C:32]([C:20]=2[CH2:19][CH2:18]1)=[CH:31][CH:30]=[CH:29][CH:28]=3)=[O:15])=[O:10])[C:2]1[CH:7]=[CH:6][CH:5]=[CH:4][CH:3]=1.[C:35]([O:39][C:40]([NH:42][CH2:43][C:44]1[CH:49]=[CH:48][CH:47]=[CH:46][C:45]=1[C:50]1[CH:55]=[CH:54][C:53]([CH2:56]O)=[CH:52][CH:51]=1)=[O:41])([CH3:38])([CH3:37])[CH3:36]>>[CH2:1]([O:8][C:9]([NH:11][C:12]([CH3:34])([CH3:33])[CH2:13][C:14]([NH:16][C@H:17]1[C:23](=[O:24])[N:22]([CH2:56][C:53]2[CH:52]=[CH:51][C:50]([C:45]3[CH:46]=[CH:47][CH:48]=[CH:49][C:44]=3[CH2:43][NH:42][C:40]([O:39][C:35]([CH3:38])([CH3:37])[CH3:36])=[O:41])=[CH:55][CH:54]=2)[C:21]2[CH:25]=[CH:26][C:27]3[C:32]([C:20]=2[CH2:19][CH2:18]1)=[CH:31][CH:30]=[CH:29][CH:28]=3)=[O:15])=[O:10])[C:2]1[CH:7]=[CH:6][CH:5]=[CH:4][CH:3]=1. Procedure details: The product of Step B is prepared from 3-benzyloxycarbonylamino-3-methyl-N-[2,3,4,5-tetrahydro-4-oxo-1H-naphtho[2,1-b]azepin-3(R)-yl]butanamide (Step A) and 2′-[(t-butoxycarbonylamino)methyl]-1,1′-biphenyl-4-methanol, methanesulfonate ester (Example 1, Step G) according to the procedure for Example 1, Step H. Starting materials: C(C)NCC1=CC=C(S1)C=1C=C2C(=CNC2=C(C1)C(=O)N)C1CCN(CC1)S(=O)(=O)CC (5-{5-[(ethylamino)methyl]-2-thienyl}-3-[1-(ethylsulfonyl)-4-piperidinyl]-1H-indole-7-carboxamide), [BH3-]C#N.[Na+] (NaCNBH3), C(=O)C1=CC=C(S1)B(O)O ((5-formyl-2-thienyl)boronic acid), CC(CN)(C)C ((2,2-dimethylpropyl)amine). The product is CC(CNCC1=CC=C(S1)B(O)O)(C)C ((5-{[(2,2-dimethylpropyl)amino]methyl}-2-thienyl)boronic acid). The yield is 100.4%. RXN SMILES: C(NCC1SC(C2C=C3C(=C(C(N)=O)C=2)NC=C3C2CCN(S(CC)(=O)=O)CC2)=CC=1)C.[CH:33]([C:35]1[S:39][C:38]([B:40]([OH:42])[OH:41])=[CH:37][CH:36]=1)=O.[CH3:43][C:44]([CH3:48])([CH3:47])[CH2:45][NH2:46].[BH3-]C#N.[Na+]>>[CH3:43][C:44]([CH3:48])([CH3:47])[CH2:45][NH:46][CH2:33][C:35]1[S:39][C:38]([B:40]([OH:42])[OH:41])=[CH:37][CH:36]=1 |f:3.4|. Procedure: Following the general procedure of 5-{5-[(ethylamino)methyl]-2-thienyl}-3-[1-(ethylsulfonyl)-4-piperidinyl]-1H-indole-7-carboxamide, (5-formyl-2-thienyl)boronic acid (50 mg, 0.32 mmol), (2,2-dimethylpropyl)amine (0.037 mL, 0.32 mmol), and NaCNBH3 (40 mg, 0.64 mmol) were reacted to give 73 mg of crude (5-{[(2,2-dimethylpropyl)amino]methyl}-2-thienyl)boronic acid. The crude (5-{[(2,2-dimethylpropyl)amino]methyl}-2-thienyl)boronic acid was then reacted with 5-bromo-3-[1-(ethylsulfonyl)-4-piperidiny... The reactants are COc1ccc(CCl)cc1, CCOC(C)=O, CS(C)=O, [K+], [OH-], CCCCCOCC(O)Cn1ccnc1. Product: CCCCCOCC(Cn1ccnc1)OCc1ccc(OC)cc1. As a reaction SMILES: [CH3:18][O:19][c:20]1[cH:21][cH:22][c:23]([CH2:24][Cl:25])[cH:26][cH:27]1.[CH3:28][CH2:29][O:30][C:31](=[O:32])[CH3:33].[CH3:34][S:35]([CH3:36])=[O:37].[K+:17].[OH-:16].[OH:1][CH:2]([CH2:3][n:4]1[cH:5][n:6][cH:7][cH:8]1)[CH2:9][O:10][CH2:11][CH2:12][CH2:13][CH2:14][CH3:15]>>[O:1]([CH:2]([CH2:3][n:4]1[cH:5][n:6][cH:7][cH:8]1)[CH2:9][O:10][CH2:11][CH2:12][CH2:13][CH2:14][CH3:15])[CH2:24][c:23]1[cH:22][cH:21][c:20]([O:19][CH3:18])[cH:27][cH:26]1. Starting materials: C(C)OC(=O)C=1OC2=C(C1C)C(=C(C=C2)Cl)O (5-chloro-4-hydroxy-3-methyl-benzofuran-2-carboxylic acid ethyl ester), IC (iodomethane), C(=O)([O-])[O-].[K+].[K+] (K2CO3). Solvent: CN(C)C=O (DMF). Reaction conditions: time 8 hour. The product is C(C)OC(=O)C=1OC2=C(C1C)C(=C(C=C2)Cl)OC (5-chloro-4-methoxy-3-methyl-benzofuran-2-carboxylic acid ethyl ester). The yield is 15.0%. Reaction SMILES: [CH2:1]([O:3][C:4]([C:6]1[O:7][C:8]2[CH:15]=[CH:14][C:13]([Cl:16])=[C:12]([OH:17])[C:9]=2[C:10]=1[CH3:11])=[O:5])[CH3:2].IC.[C:20]([O-])([O-])=O.[K+].[K+]>CN(C=O)C>[CH2:1]([O:3][C:4]([C:6]1[O:7][C:8]2[CH:15]=[CH:14][C:13]([Cl:16])=[C:12]([O:17][CH3:20])[C:9]=2[C:10]=1[CH3:11])=[O:5])[CH3:2] |f:2.3.4|. Reported procedure: To 5-chloro-4-hydroxy-3-methyl-benzofuran-2-carboxylic acid ethyl ester (120 mg, 0.47 mmol) was added 0.3 mL (4.7 mmol) of iodomethane, 130 mg (2 eq) of K2CO3 and 4 mL of DMF. The mixture was stirred at room temperature overnight. The mixture was washed with brine and extracted with ethyl acetate. The combined organic solution was washed with brine and water. Removal of the solvent in vacuo gavel 19 mg (94% yield) of 5-chloro-4-methoxy-3-methyl-benzofuran-2-carboxylic acid ethyl ester as a white... Reagents/catalysts: C=1C=CC(=CC1)/C=C/C(=O)/C=C/C2=CC=CC=C2.C=1C=CC(=CC1)/C=C/C(=O)/C=C/C2=CC=CC=C2.C=1C=CC(=CC1)/C=C/C(=O)/C=C/C2=CC=CC=C2.[Pd].[Pd] (tris(dibenzylideneacetone)dipalladium). The product is FC1=CC=C(C=C1)N1N=CC2=C1C=C1CCN(C[C@]1(C2)COC)S(=O)(=O)C=2C=NC=C(C2)N2CCOCC2 ((R)-1-(4-Fluorophenyl)-4a-methoxymethyl-6-(5-morpholin-4-ylpyridine-3-sulfonyl)-4,4a,5,6,7,8-hexahydro-1H-1,2,6-triazacyclopenta[b]naphthalene). Run at temperature 100 celsius. The solvent is O1CCCC1 (tetrahydrofuran). Reactants: BrC=1C=C(C=NC1)S(=O)(=O)N1C[C@]2(CC3=C(C=C2CC1)N(N=C3)C3=CC=C(C=C3)F)COC ((R)-6-(5-bromopyridine-3-sulfonyl)-1-(4-fluorophenyl)-4a-methoxymethyl-4,4a,5,6,7,8-hexahydro-1H-1,2,6-triazacyclopenta[b]naphthalene), C1(=CC=CC=C1)P(C1=C(C2=CC=CC=C2C=C1)C1=C(C=CC2=CC=CC=C12)P(C1=CC=CC=C1)C1=CC=CC=C1)C1=CC=CC=C1 ((±)-2,2′-bis(diphenylphosphino)-1,1′-binaphthyl), CC(C)([O-])C.[Na+] (sodium tert-butoxide), N1CCOCC1 (morpholine). Procedure details: A mixture of (R)-6-(5-bromopyridine-3-sulfonyl)-1-(4-fluorophenyl)-4a-methoxymethyl-4,4a,5,6,7,8-hexahydro-1H-1,2,6-triazacyclopenta[b]naphthalene (0.15 g), (±)-2,2′-bis(diphenylphosphino)-1,1′-binaphthyl (0.035 g), tris(dibenzylideneacetone)dipalladium (0.026 g), sodium tert-butoxide (0.049 g), morpholine and tetrahydrofuran was heated at 100° C. in a microwave reactor for 30 minutes. The mixture was filtered through Celite, and the pad was washed with ethyl acetate. The filtrate was concentrat... Reaction SMILES: Br[C:2]1[CH:3]=[C:4]([S:8]([N:11]2[CH2:20][CH2:19][C:18]3[C@:13]([CH2:31][O:32][CH3:33])([CH2:14][C:15]4[CH:23]=[N:22][N:21]([C:24]5[CH:29]=[CH:28][C:27]([F:30])=[CH:26][CH:25]=5)[C:16]=4[CH:17]=3)[CH2:12]2)(=[O:10])=[O:9])[CH:5]=[N:6][CH:7]=1.C1(P(C2C=CC=CC=2)C2C=CC3C(=CC=CC=3)C=2C2C3C(=CC=CC=3)C=CC=2P(C2C=CC=CC=2)C2C=CC=CC=2)C=CC=CC=1.CC(C)([O-])C.[Na+].[NH:86]1[CH2:91][CH2:90][O:89][CH2:88][CH2:87]1>C1C=CC(/C=C/C(/C=C/C2C=CC=CC=2)=O)=CC=1.C1C=CC(/C=C/C(/C=C/C2C=CC=CC=2)=O)=CC=1.C1C=CC(/C=C/C(/C=C/C2C=CC=CC=2)=O)=CC=1.[Pd].[Pd].O1CCCC1>[F:30][C:27]1[CH:28]=[CH:29][C:24]([N:21]2[C:16]3[CH:17]=[C:18]4[C@:13]([CH2:31][O:32][CH3:33])([CH2:14][C:15]=3[CH:23]=[N:22]2)[CH2:12][N:11]([S:8]([C:4]2[CH:5]=[N:6][CH:7]=[C:2]([N:86]3[CH2:91][CH2:90][O:89][CH2:88][CH2:87]3)[CH:3]=2)(=[O:10])=[O:9])[CH2:20][CH2:19]4)=[CH:25][CH:26]=1 |f:2.3,5.6.7.8.9|. The reactants are [Cl-].[NH4+] (ammonium chloride), BrC(=CC1CC(C1)CC(C)C)Br (1-(2,2-Dibromovinyl)-3-isobutylcyclobutane), C(CCC)[Li] (n-butyllithium), [Si](C1=CC=CC=C1)(C1=CC=CC=C1)(C(C)(C)C)OCCC(CC(=O)OC(C)(C)C)C(NCOC)=O (tert-butyl 5-(tert-butyldiphenylsilanyloxy)-3-methoxymethylcarbamoylvalerate). The solvent is O (water), O1CCCC1 (tetrahydrofuran), O1CCCC1 (tetrahydrofuran). The product is [Si](C1=CC=CC=C1)(C1=CC=CC=C1)(C(C)(C)C)OCCC(CC(=O)OC(C)(C)C)C(C#CC1CC(C1)CC(C)C)=O (tert-Butyl 3-[2-(tert-butyldiphenylsilanyloxy)ethyl]-6-(3-isobutylcyclobutyl)-4-oxo-5-hexynoate). The yield is 96.7%. Reaction SMILES: Br[C:2](Br)=[CH:3][CH:4]1[CH2:7][CH:6]([CH2:8][CH:9]([CH3:11])[CH3:10])[CH2:5]1.C([Li])CCC.[Si:18]([O:35][CH2:36][CH2:37][CH:38]([C:47](=[O:52])NCOC)[CH2:39][C:40]([O:42][C:43]([CH3:46])([CH3:45])[CH3:44])=[O:41])([C:31]([CH3:34])([CH3:33])[CH3:32])([C:25]1[CH:30]=[CH:29][CH:28]=[CH:27][CH:26]=1)[C:19]1[CH:24]=[CH:23][CH:22]=[CH:21][CH:20]=1.[Cl-].[NH4+]>O1CCCC1.O>[Si:18]([O:35][CH2:36][CH2:37][CH:38]([C:47](=[O:52])[C:2]#[C:3][CH:4]1[CH2:7][CH:6]([CH2:8][CH:9]([CH3:11])[CH3:10])[CH2:5]1)[CH2:39][C:40]([O:42][C:43]([CH3:46])([CH3:45])[CH3:44])=[O:41])([C:31]([CH3:32])([CH3:34])[CH3:33])([C:25]1[CH:30]=[CH:29][CH:28]=[CH:27][CH:26]=1)[C:19]1[CH:20]=[CH:21][CH:22]=[CH:23][CH:24]=1 |f:3.4|. Reported procedure: 1-(2,2-Dibromovinyl)-3-isobutylcyclobutane (40 g) and tetrahydrofuran (280 mL) were mixed. To the mixture was added n-butyllithium (2.66 M in hexane) (104 mL) dropwise at −78° C. The mixture was stirred at ice temperature and a solution of tert-butyl 5-(tert-butyldiphenylsilanyloxy)-3-methoxymethylcarbamoylvalerate (54 g) in tetrahydrofuran (100 mL) was added dropwise to the mixture. After stirring at ice temperature for 1 hr, saturated aqueous ammonium chloride (180 mL) and water (100 mL) were ... The reactants are CC(C)(C)OC(=O)C[Zn+], C1CCOC1, [Cl-], Cc1cc(-c2cc(F)c(I)cc2C)ccn1, O=C(C=Cc1ccccc1)C=Cc1ccccc1, O=C(C=Cc1ccccc1)C=Cc1ccccc1, O=C(C=Cc1ccccc1)C=Cc1ccccc1, [Pd], [Pd]. The product is Cc1cc(-c2cc(F)c(CC(=O)OC(C)(C)C)cc2C)ccn1. As a reaction SMILES: [C:18]([CH3:19])([CH3:20])([CH3:21])[O:22][C:23]([CH2:24][Zn+:25])=[O:26].[CH2:83]1[O:84][CH2:85][CH2:86][CH2:87]1.[Cl-:17].[F:1][c:2]1[c:3]([I:16])[cH:4][c:5]([CH3:15])[c:6](-[c:8]2[cH:9][c:10]([CH3:14])[n:11][cH:12][cH:13]2)[cH:7]1.[O:29]=[C:30]([CH:31]=[CH:32][c:33]1[cH:34][cH:35][cH:36][cH:37][cH:38]1)[CH:39]=[CH:40][c:41]1[cH:42][cH:43][cH:44][cH:45][cH:46]1.[O:47]=[C:48]([CH:49]=[CH:50][c:51]1[cH:52][cH:53][cH:54][cH:55][cH:56]1)[CH:57]=[CH:58][c:59]1[cH:60][cH:61][cH:62][cH:63][cH:64]1.[O:65]=[C:66]([CH:67]=[CH:68][c:69]1[cH:70][cH:71][cH:72][cH:73][cH:74]1)[CH:75]=[CH:76][c:77]1[cH:78][cH:79][cH:80][cH:81][cH:82]1.[Pd:27].[Pd:28]>>[F:1][c:2]1[c:3]([CH2:24][C:23]([O:22][C:18]([CH3:19])([CH3:20])[CH3:21])=[O:26])[cH:4][c:5]([CH3:15])[c:6](-[c:8]2[cH:9][c:10]([CH3:14])[n:11][cH:12][cH:13]2)[cH:7]1. Reactants: FC(C(=O)O)(F)F.C1=CC=C(C=2OC3=C(C21)C=CC=C3)C3=CC=NC(=N3)NC3=CC(=CC=C3)N (N-(6-dibenzofuran-4-yl-pyrimidinyl)-benzene-1,3-diamine trifluoroacetate), FC(C(=O)O)(F)F.C1=CC=C(C=2OC3=C(C21)C=CC=C3)C3=CC=NC(=N3)NC3=CC(=CC=C3)N (N-(6-dibenzofuran-4-yl-pyrimidinyl)-benzene-1,3-diamine trifluoroacetate), CN(C1=CC=C(C(=O)Cl)C=C1)C (4-dimethylaminobenzoyl chloride). Solvent: N1=CC=CC=C1 (pyridine). Product: C1=CC=C(C=2OC3=C(C21)C=CC=C3)C3=CC(=NC=N3)NC=3C=C(C=CC3)NC(C3=CC=C(C=C3)N(C)C)=O (N-[3-(6-Dibenzofuran-4-yl-pyrimidin-4-ylamino)-phenyl]-4-dimethylamino-benzamide). As a reaction SMILES: F[C:2](F)(F)[C:3](O)=O.[CH:8]1[C:16]2[C:15]3[CH:17]=[CH:18][CH:19]=[CH:20][C:14]=3[O:13][C:12]=2[C:11]([C:21]2[N:26]=[C:25](NC3C=CC=C(N)C=3)[N:24]=[CH:23][CH:22]=2)=[CH:10][CH:9]=1.[CH3:35][N:36]([CH3:46])[C:37]1[CH:45]=[CH:44][C:40]([C:41](Cl)=[O:42])=[CH:39][CH:38]=1>N1C=CC=CC=1>[CH:8]1[C:16]2[C:15]3[CH:17]=[CH:18][CH:19]=[CH:20][C:14]=3[O:13][C:12]=2[C:11]([C:21]2[N:26]=[CH:25][N:24]=[C:23]([NH:24][C:23]3[CH:22]=[C:21]([NH:26][C:41](=[O:42])[C:40]4[CH:44]=[CH:45][C:37]([N:36]([CH3:46])[CH3:35])=[CH:38][CH:39]=4)[CH:11]=[CH:2][CH:3]=3)[CH:22]=2)=[CH:10][CH:9]=1 |f:0.1|. Procedure: To a solution of N-(6-dibenzofuran-4-yl-pyrimidinyl)-benzene-1,3-diamine trifluoroacetate (compound A2) (500 mg, 1.1 mmol) in pyridine (10 mL) is added at 10° C. 4-dimethylaminobenzoyl chloride (222 mg, 1.21 mmol) portion wise. After 2 days at ambient temperature the mixture is evaporated and the crude product is purified by crystallization. The reactants are O=C([O-])[O-], CC#N, [Cs+], [Cs+], COCCCN1C(=O)CCc2ccc(COC3CN(C(=O)OCc4ccccc4)CCC3c3ccc(O)cc3)cc21, Cc1ccc(S(=O)(=O)OCCCOC(C)c2ccccc2)cc1. Product: COCCCN1C(=O)CCc2ccc(COC3CN(C(=O)OCc4ccccc4)CCC3c3ccc(OCCCOC(C)c4ccccc4)cc3)cc21. Reaction SMILES: [C:65](=[O:66])([O-:67])[O-:68].[CH3:71][C:72]#[N:73].[Cs+:69].[Cs+:70].[OH:1][c:2]1[cH:3][cH:4][c:5]([CH:8]2[CH:9]([O:24][CH2:25][c:26]3[cH:27][cH:28][c:29]4[c:34]([cH:35]3)[N:33]([CH2:36][CH2:37][CH2:38][O:39][CH3:40])[C:32](=[O:41])[CH2:31][CH2:30]4)[CH2:10][N:11]([C:14](=[O:15])[O:16][CH2:17][c:18]3[cH:19][cH:20][cH:21][cH:22][cH:23]3)[CH2:12][CH2:13]2)[cH:6][cH:7]1.[c:42]1([CH3:43])[cH:44][cH:45][c:46]([S:47]([O:48][CH2:52][CH2:53][CH2:54][O:55][CH:56]([CH3:57])[c:58]2[cH:59][cH:60][cH:61][cH:62][cH:63]2)(=[O:49])=[O:50])[cH:51][cH:64]1>>[O:1]([c:2]1[cH:3][cH:4][c:5]([CH:8]2[CH:9]([O:24][CH2:25][c:26]3[cH:27][cH:28][c:29]4[c:34]([cH:35]3)[N:33]([CH2:36][CH2:37][CH2:38][O:39][CH3:40])[C:32](=[O:41])[CH2:31][CH2:30]4)[CH2:10][N:11]([C:14](=[O:15])[O:16][CH2:17][c:18]3[cH:19][cH:20][cH:21][cH:22][cH:23]3)[CH2:12][CH2:13]2)[cH:6][cH:7]1)[CH2:52][CH2:53][CH2:54][O:55][CH:56]([CH3:57])[c:58]1[cH:59][cH:60][cH:61][cH:62][cH:63]1.